This data is from the Open Reaction Database (ORD), a public repository of structured organic reaction records. The task is: describe an organic reaction: reactants, conditions, products, and yield Yields the product C1(CC1)OC1=C(C=CC=C1)C1=C(C=NC=C1)N(C(C1=CC(=CC(=C1)C(F)(F)F)S(=O)(=O)C)=O)C (N-[4-(2-Cyclopropoxy-phenyl)-pyridin-3-yl]-3-methanesulfonyl-N-methyl-5-trifluoromethyl-benzamide). Procedure: The title compound was prepared in analogy to example 90, from [4-(2-cyclopropoxy-phenyl)-pyridin-3-yl]-methyl-amine and 3-(methylsulfonyl)-5-(trifluoromethyl)benzoic acid (example 114, intermediate a) after a reaction time of 18 hours at room temperature. The compound was purified by silica gel chromatography on a 20 g column using an MPLC (Flashmaster) system eluting with a gradient of n-heptane:EtOAc (100:0 to 0:100). Light yellow foam (65%). MS (ESI): m/z=491.125 [M+H]+. Starting materials: C1(CC1)OC1=C(C=CC=C1)C1=C(C=NC=C1)NC ([4-(2-cyclopropoxy-phenyl)-pyridin-3-yl]-methyl-amine), CS(=O)(=O)C=1C=C(C(=O)O)C=C(C1)C(F)(F)F (3-(methylsulfonyl)-5-(trifluoromethyl)benzoic acid). Reaction SMILES: [CH:1]1([O:4][C:5]2[CH:10]=[CH:9][CH:8]=[CH:7][C:6]=2[C:11]2[CH:16]=[CH:15][N:14]=[CH:13][C:12]=2[NH:17][CH3:18])[CH2:3][CH2:2]1.[CH3:19][S:20]([C:23]1[CH:24]=[C:25]([CH:29]=[C:30]([C:32]([F:35])([F:34])[F:33])[CH:31]=1)[C:26]([OH:28])=O)(=[O:22])=[O:21]>>[CH:1]1([O:4][C:5]2[CH:10]=[CH:9][CH:8]=[CH:7][C:6]=2[C:11]2[CH:16]=[CH:15][N:14]=[CH:13][C:12]=2[N:17]([CH3:18])[C:26](=[O:28])[C:25]2[CH:29]=[C:30]([C:32]([F:35])([F:34])[F:33])[CH:31]=[C:23]([S:20]([CH3:19])(=[O:21])=[O:22])[CH:24]=2)[CH2:3][CH2:2]1. Starting materials: ClCC(COC1=CC=C(C#N)C=C1)(CO)O (4-(3-Chloro-2-hydroxy-2-hydroxymethylpropoxy)benzonitrile), C12CN(CC(CNC1)C2)C(=O)OC(C)(C)C (tert-Butyl 3,7-diazabicyclo[3.3.1]nonane-3-carboxylate), C(=O)([O-])[O-].[K+].[K+] (K2CO3). The solvent is CC#N (MeCN). Yields the product C(C)(C)(C)OC(=O)N1CC2CN(CC(C1)C2)CC(COC2=CC=C(C=C2)C#N)(CO)O (7-[3-(4-Cyanophenoxy)-2-hydroxy-2-hydroxymethylpropyl]-3,7-diazabicyclo[3.3.1]nonane-3-carboxylic acid tert-butyl ester). Yield: 31.0%. RXN SMILES: Cl[CH2:2][C:3]([OH:16])([CH2:14][OH:15])[CH2:4][O:5][C:6]1[CH:13]=[CH:12][C:9]([C:10]#[N:11])=[CH:8][CH:7]=1.[CH:17]12[CH2:25][CH:21]([CH2:22][NH:23][CH2:24]1)[CH2:20][N:19]([C:26]([O:28][C:29]([CH3:32])([CH3:31])[CH3:30])=[O:27])[CH2:18]2.C([O-])([O-])=O.[K+].[K+]>CC#N>[C:29]([O:28][C:26]([N:19]1[CH2:18][CH:17]2[CH2:25][CH:21]([CH2:22][N:23]([CH2:2][C:3]([OH:16])([CH2:14][OH:15])[CH2:4][O:5][C:6]3[CH:13]=[CH:12][C:9]([C:10]#[N:11])=[CH:8][CH:7]=3)[CH2:24]2)[CH2:20]1)=[O:27])([CH3:32])([CH3:30])[CH3:31] |f:2.3.4|. Procedure details: A mixture of 4-(3-chloro-2-hydroxy-2-hydroxymethylpropoxy)benzonitrile (180 mg; 0.74 mmol; from step (b) above), tert-butyl 3,7-diazabicyclo-[3.3.1]nonane-3-carboxylate (230 mg; 1.0 mmol; see Example F above) and K2CO3 (140 mg; 1.0 mmol) in MeCN (5 mL) was refluxed for 48 hours. The reaction mixture was filtered and the filtrate concentrated. The residue was dissolved in diethyl ether and the solution was acidified with KHSO4 (aq.). The aqueous layer was collected and NaHCO3 (satd.) was added fo... The reactants are CC=CC(=O)OCC, CC[S-], [Na+], CN(C)C=O, O. Yields the product CCOC(=O)CC(C)SCC. RXN SMILES: [C:1]([CH:2]=[CH:3][CH3:4])(=[O:5])[O:6][CH2:7][CH3:8].[CH2:9]([CH3:10])[S-:11].[Na+:12].[O:13]=[CH:14][N:15]([CH3:16])[CH3:17].[OH2:18]>>[C:1]([CH2:2][CH:3]([CH3:4])[S:11][CH2:9][CH3:10])(=[O:5])[O:6][CH2:7][CH3:8]. The reactants are COC1=CC=C(C=C1)C1=NNC(C2=CC(=CC=C12)C)=O (4-(4-methoxyphenyl)-7-methyl-2H-phthalazin-1-one), P(=O)(Cl)(Cl)Cl (phosphoryl chloride). The product is ClC1=NN=C(C2=CC=C(C=C12)C)C1=CC=C(C=C1)OC (1-Chloro-4-(4-methoxyphenyl)-7-methylphthalazine). As a reaction SMILES: [CH3:1][O:2][C:3]1[CH:8]=[CH:7][C:6]([C:9]2[C:18]3[C:13](=[CH:14][C:15]([CH3:19])=[CH:16][CH:17]=3)[C:12](=O)[NH:11][N:10]=2)=[CH:5][CH:4]=1.P(Cl)(Cl)([Cl:23])=O>>[Cl:23][C:12]1[C:13]2[C:18](=[CH:17][CH:16]=[C:15]([CH3:19])[CH:14]=2)[C:9]([C:6]2[CH:7]=[CH:8][C:3]([O:2][CH3:1])=[CH:4][CH:5]=2)=[N:10][N:11]=1. Procedure: This compound is obtained according to the procedure described in 1.3. by reacting 4-(4-methoxyphenyl)-7-methyl-2H-phthalazin-1-one with phosphoryl chloride.